Dataset: the Open Reaction Database (ORD), a public repository of structured organic reaction records. Task: describe an organic reaction: reactants, conditions, products, and yield The reactants are COC1=CC2=C(CC(N(CC2)CCCN(CCCSC2=CC(=C(C(=C2)Br)N)Br)C)=O)C=C1OC (3-(7,8-dimethoxy-1,3,4,5-tetra-hydro-2H-3-benzazepin-2-on-3-yl)-propyl-N-[3-(4-amino-3,5-dibromophenylthio)-propyl]-methylamine), OO (hydrogen peroxide). The solvent is C(C)(=O)O (acetic acid). Yields the product COC1=CC2=C(CC(N(CC2)CCCN(CCCS(=O)C2=CC(=C(C(=C2)Br)N)Br)C)=O)C=C1OC (N-[3-(7,8-Dimethoxy-1,3,4,5-tetrahydro-2H-3-benzazepin-2-on-3-yl)-propyl]-N-[3-(4-amino-3,5-dibromophenylsulfinyl)-propyl]-methylamine). As a reaction SMILES: [CH3:1][O:2][C:3]1[C:32]([O:33][CH3:34])=[CH:31][C:6]2[CH2:7][C:8](=[O:30])[N:9]([CH2:12][CH2:13][CH2:14][N:15]([CH3:29])[CH2:16][CH2:17][CH2:18][S:19][C:20]3[CH:25]=[C:24]([Br:26])[C:23]([NH2:27])=[C:22]([Br:28])[CH:21]=3)[CH2:10][CH2:11][C:5]=2[CH:4]=1.[OH:35]O>C(O)(=O)C>[CH3:1][O:2][C:3]1[C:32]([O:33][CH3:34])=[CH:31][C:6]2[CH2:7][C:8](=[O:30])[N:9]([CH2:12][CH2:13][CH2:14][N:15]([CH3:29])[CH2:16][CH2:17][CH2:18][S:19]([C:20]3[CH:25]=[C:24]([Br:26])[C:23]([NH2:27])=[C:22]([Br:28])[CH:21]=3)=[O:35])[CH2:10][CH2:11][C:5]=2[CH:4]=1. Procedure: The title compound is prepared from N-[3-(7,8-dimethoxy-1,3,4,5-tetra-hydro-2H-3-benzazepin-2-on-3-yl)-propyl-N-[3-(4-amino-3,5-dibromophenylthio)-propyl]-methylamine and hydrogen peroxide in glacial acetic acid analogously to Example 4. Reactants: NC1=CC(=C(C=C1)C)C (3,4-Xylidine), CC(CCCCC)=O (2-heptanone), [H][H] (hydrogen), [H][H] (hydrogen). Reagents/catalysts: [Pt] (platinum on carbon), C1=C(C=CC2=CC=CC=C12)S(=O)(=O)O (2-naphthalenesulfonic acid). Run at time 35 minute. The product is CC(CCCCC)NC1=CC(=C(C=C1)C)C (N-2-heptyl-3,4-xylidine). Yield: 99.4%. As a reaction SMILES: [NH2:1][C:2]1[CH:7]=[CH:6][C:5]([CH3:8])=[C:4]([CH3:9])[CH:3]=1.[CH3:10][C:11](=O)[CH2:12][CH2:13][CH2:14][CH2:15][CH3:16].[H][H]>[Pt].C1C2C(=CC=CC=2)C=CC=1S(O)(=O)=O>[CH3:10][CH:11]([NH:1][C:2]1[CH:7]=[CH:6][C:5]([CH3:8])=[C:4]([CH3:9])[CH:3]=1)[CH2:12][CH2:13][CH2:14][CH2:15][CH3:16]. Procedure details: 3,4-Xylidine (24.2 grams; 0.2 mole), 2-heptanone (50.2 grams, 0.44 mole), 2-naphthalenesulfonic acid (0.9 g) and 5% of platinum on carbon (1.2 gms) were charged to a Parr reaction bottle and treated with hydrogen at 70° C. and a hydrogen pressure of 41-60 psig. The theoretical amount of hydrogen was consumed within 15 minutes. The mixture was held an additional 35 minutes, producing 43.6 g of N-2-heptyl-3,4-xylidine. The above sample analyzed 100% pure, corresponding to a yield of 99%. The reactants are [N+](=O)([O-])C=1C=C(C(=O)OCC)C=CC1NC(CC1=CC=CC=C1)=O (ethyl 3-nitro-4-phenylacetylaminobenzoate), C(C)O (ethanol), reduced iron. Solvent: C(C)(=O)O (acetic acid). Run at time 40 hour. Product: C(C1=CC=CC=C1)C=1NC2=C(N1)C=CC(=C2)C(=O)OCC (2-benzyl-5-ethoxycarbonylbenzimidazole). Isolated yield 74.8%. RXN SMILES: [N+:1]([C:4]1[CH:5]=[C:6]([CH:12]=[CH:13][C:14]=1[NH:15][C:16](=O)[CH2:17][C:18]1[CH:23]=[CH:22][CH:21]=[CH:20][CH:19]=1)[C:7]([O:9][CH2:10][CH3:11])=[O:8])([O-])=O.C(O)C>C(O)(=O)C>[CH2:17]([C:16]1[NH:1][C:4]2[CH:5]=[C:6]([C:7]([O:9][CH2:10][CH3:11])=[O:8])[CH:12]=[CH:13][C:14]=2[N:15]=1)[C:18]1[CH:23]=[CH:22][CH:21]=[CH:20][CH:19]=1. Reported procedure: A mixture of 3.60 g of ethyl 3-nitro-4-phenylacetylaminobenzoate, 47 ml of ethanol, 23 ml of acetic acid and 6.4 g of reduced iron was heat-refluxed for 4 hours. The solid material was separated through filtration, and the filtrate was concentrated. To the residue were added 50 ml of ethanol and 5 g of 35% hydrochloric acid. The mixture was stirred for 40 hours while being heat-refluxed. The reaction solution was neutralized with sodium hydrogencarbonate, and was extracted with chloroform. The o... Starting materials: [Si](C)(C)(C(C)(C)C)OCC1CC2=CC3=C(N=C(N=[N+]3[O-])CCCN3CCOCC3)C=C2C1 (7-({[tert-Butyl(dimethyl)silyl]oxy}methyl)-3-[3-(4-morpholinyl)propyl]-7,8-dihydro-6H-indeno[5,6-e][1,2,4]triazine 1-Oxide), Cl (HCl). The solvent is CO (MeOH). Product: N1(CCOCC1)CCCC=1N=[N+](C2=C(N1)C=C1CC(CC1=C2)CO)[O-] ({3-[3-(4-Morpholinyl)propyl]-1-oxido-7,8-dihydro-6H-indeno[5,6-e][1,2,4]triazin-7-yl}methanol). Isolated yield 96.9%. RXN SMILES: [Si]([O:8][CH2:9][CH:10]1[CH2:32][C:31]2[C:12](=[CH:13][C:14]3[N+:19]([O-:20])=[N:18][C:17]([CH2:21][CH2:22][CH2:23][N:24]4[CH2:29][CH2:28][O:27][CH2:26][CH2:25]4)=[N:16][C:15]=3[CH:30]=2)[CH2:11]1)(C(C)(C)C)(C)C.Cl>CO>[N:24]1([CH2:23][CH2:22][CH2:21][C:17]2[N:18]=[N+:19]([O-:20])[C:14]3[CH:13]=[C:12]4[C:31]([CH2:32][CH:10]([CH2:9][OH:8])[CH2:11]4)=[CH:30][C:15]=3[N:16]=2)[CH2:29][CH2:28][O:27][CH2:26][CH2:25]1. Reported procedure: A solution of silyl ether 139 (488 mg, 1.07 mmol), and 1 M HCl (1.18 mL) in MeOH (30 mL) was stirred at 20° C. for 3 h. The solvent was evaporated and the residue was crystallised from MeOH/EtOAc to give alcohol 140 (357 mg, 88%) as the hydrochloride salt: mp (MeOH/EtOAc) 210-212° C.; 1H NMR [(CD3)2SO] δ 11.19 (s, 1H, HCl), 8.16 (s, 1H, H-9), 7.80 (s, 1H, H-5), 4.70 (br s, 1H, OH), 3.75-3.99 (m, 4H, 2×CH2O), 3.41 (d, J=6.6 Hz, 2H, CH2O), 3.33-3.51 (m, 2H, CH2N), 3.11-3.27 (m, 4H, CH2N, H-8), 2.8... Reactants: ClC1=C(C=C(C=O)C=C1)F (4-chloro-3-fluorobenzaldehyde), C(C)(=O)C1=CC=CC=C1 (acetophenone). Yields the product ClC1=C(C=C(C=C1)C=CC(=O)C1=CC=CC=C1)F (3-(4-chloro-3-fluorophenyl)-1-phenylprop-2-en-1-one). Reaction SMILES: [Cl:1][C:2]1[CH:9]=[CH:8][C:5]([CH:6]=O)=[CH:4][C:3]=1[F:10].[C:11]([C:14]1[CH:19]=[CH:18][CH:17]=[CH:16][CH:15]=1)(=[O:13])[CH3:12]>>[Cl:1][C:2]1[CH:9]=[CH:8][C:5]([CH:6]=[CH:12][C:11]([C:14]2[CH:19]=[CH:18][CH:17]=[CH:16][CH:15]=2)=[O:13])=[CH:4][C:3]=1[F:10]. Reported procedure: By a procedure similar to that of example 1.59.1, starting from 4-chloro-3-fluorobenzaldehyde and acetophenone, 3-(4-chloro-3-fluorophenyl)-1-phenylprop-2-en-1-one was obtained as yellow solid. The reactants are BrC=1SC=C(N1)CO ((2-bromo-1,3-thiazol-4-yl)methanol), [H-].[Na+] (NaH), BrC1=CC(N(C=C1)C=1C=CC2=C(N(C(=N2)C2CC2)C)C1)=O (4-bromo-1-(2-cyclopropyl-1-methyl-1H-benzimidazol-6-yl)pyridin-2(1H)-one). Run in CC(=O)N(C)C (DMA). Reaction conditions: temperature 0 celsius, time 30 minute. The product is BrC=1SC=C(N1)COC1=CC(N(C=C1)C=1C=CC2=C(N(C(=N2)C2CC2)C)C1)=O (4-((2-Bromo-1,3-thiazol-4-yl)methoxy)-1-(2-cyclopropyl-1-methyl-1H-benzimidazol-6-yl)pyridin-2(1H)-one). RXN SMILES: [Br:1][C:2]1[S:3][CH:4]=[C:5]([CH2:7][OH:8])[N:6]=1.[H-].[Na+].Br[C:12]1[CH:17]=[CH:16][N:15]([C:18]2[CH:19]=[CH:20][C:21]3[N:25]=[C:24]([CH:26]4[CH2:28][CH2:27]4)[N:23]([CH3:29])[C:22]=3[CH:30]=2)[C:14](=[O:31])[CH:13]=1>CC(N(C)C)=O>[Br:1][C:2]1[S:3][CH:4]=[C:5]([CH2:7][O:8][C:12]2[CH:17]=[CH:16][N:15]([C:18]3[CH:19]=[CH:20][C:21]4[N:25]=[C:24]([CH:26]5[CH2:28][CH2:27]5)[N:23]([CH3:29])[C:22]=4[CH:30]=3)[C:14](=[O:31])[CH:13]=2)[N:6]=1 |f:1.2|. Reported procedure: To a solution of (2-bromo-1,3-thiazol-4-yl)methanol (169 mg) in DMA (5 ml) was added NaH (60% in oil, 34.9 mg) at 0° C. After being stirred at 0° C. for 30 min, 4-bromo-1-(2-cyclopropyl-1-methyl-1H-benzimidazol-6-yl)pyridin-2(1H)-one was added to the reaction mixture, and the mixture was stirred at 120° C. under N2 atmosphere for 30 min. The reaction mixture was quenched with water and extracted with EtOAc. The extract was washed with brine, dried over MgSO4, concentrated and purified by NH sili... Starting materials: CC(=O)O, CCOC(=O)c1ccc(OCCCCl)c(OC)c1, ClCCl, O=[N+]([O-])O. Yields the product CCOC(=O)c1ccc(OCCCCl)c(OC)c1[N+](=O)[O-]. Reaction SMILES: [CH3:26][C:27](=[O:28])[OH:29].[Cl:1][CH2:2][CH2:3][CH2:4][O:5][c:6]1[c:7]([O:17][CH3:18])[cH:8][c:9]([C:10](=[O:11])[O:12][CH2:13][CH3:14])[cH:15][cH:16]1.[Cl:23][CH2:24][Cl:25].[OH:19][N+:20]([O-:21])=[O:22]>>[Cl:1][CH2:2][CH2:3][CH2:4][O:5][c:6]1[c:7]([O:17][CH3:18])[c:8]([N+:20](=[O:19])[O-:21])[c:9]([C:10](=[O:11])[O:12][CH2:13][CH3:14])[cH:15][cH:16]1. Reactants: NC[C@H](CN1CCC(CC1)OC1=CC(=C(C=C1)Cl)Cl)O ((2R)-1-amino-3-[4-(3,4-dichlorophenoxy)piperidin-1-yl]propan-2-ol), O=C1SC2=C(N1)C=CC(=C2)C(=O)O (2-oxo-2,3-dihydro-1,3-benzothiazole-6-carboxylic acid). The product is C(C)(=O)O.ClC=1C=C(OC2CCN(CC2)C[C@@H](CNC(=O)C2=CC3=C(NC(S3)=O)C=C2)O)C=CC1Cl (N-{(2R)-3-[4-(3,4-Dichlorophenoxy)piperidin-1-yl]-2-hydroxypropyl}-2-oxo-2,3-dihydro-1,3-benzothiazole-6-carboxamide acetate salt), acetate salt. Reaction SMILES: [NH2:1][CH2:2][C@@H:3]([OH:20])[CH2:4][N:5]1[CH2:10][CH2:9][CH:8]([O:11][C:12]2[CH:17]=[CH:16][C:15]([Cl:18])=[C:14]([Cl:19])[CH:13]=2)[CH2:7][CH2:6]1.[O:21]=[C:22]1[NH:26][C:25]2[CH:27]=[CH:28][C:29]([C:31]([OH:33])=[O:32])=[CH:30][C:24]=2[S:23]1>>[C:31]([OH:33])(=[O:32])[CH3:29].[Cl:19][C:14]1[CH:13]=[C:12]([CH:17]=[CH:16][C:15]=1[Cl:18])[O:11][CH:8]1[CH2:9][CH2:10][N:5]([CH2:4][C@H:3]([OH:20])[CH2:2][NH:1][C:31]([C:29]2[CH:28]=[CH:27][C:25]3[NH:26][C:22](=[O:21])[S:23][C:24]=3[CH:30]=2)=[O:32])[CH2:6][CH2:7]1 |f:2.3|. Procedure: Prepared as described in Example 1 from (2R)-1-amino-3-[4-(3,4-dichlorophenoxy)piperidin-1-yl]propan-2-ol (0.1 g) and 2-oxo-2,3-dihydro-1,3-benzothiazole-6-carboxylic acid (0.061 g). Title compound obtained as acetate salt, a white solid (0.10 g). Product: C(C1=CC=CC=C1)OC(C[C@H](CN(C)C)NC(CCCCCCCCC1=CC=CC=C1)=O)=O ((R)-4-dimethylamino-3-(9-phenyl-nonanoylamino)-butyric acid benzyl ester). Procedure details: The title compound, m/e=361.5 ([M−H]−), was produced in analogy with intermediate 1, steps 3 and 4. Thus, commercially available 9-phenylnonanoic acid was coupled in step 3 with (R)-3-amino-4-dimethylamino-butyric acid benzyl ester dihydrochloride to produce (R)-4-dimethylamino-3-(9-phenyl-nonanoylamino)-butyric acid benzyl ester, which was hydrogenated in step 4. Starting materials: C1(=CC=CC=C1)CCCCCCCCC(=O)O (9-phenylnonanoic acid), Cl.Cl.C(C1=CC=CC=C1)OC(C[C@H](CN(C)C)N)=O ((R)-3-amino-4-dimethylamino-butyric acid benzyl ester dihydrochloride). RXN SMILES: [C:1]1([CH2:7][CH2:8][CH2:9][CH2:10][CH2:11][CH2:12][CH2:13][CH2:14][C:15]([OH:17])=O)[CH:6]=[CH:5][CH:4]=[CH:3][CH:2]=1.Cl.Cl.[CH2:20]([O:27][C:28](=[O:36])[CH2:29][C@@H:30]([NH2:35])[CH2:31][N:32]([CH3:34])[CH3:33])[C:21]1[CH:26]=[CH:25][CH:24]=[CH:23][CH:22]=1>>[CH2:20]([O:27][C:28](=[O:36])[CH2:29][C@@H:30]([NH:35][C:15](=[O:17])[CH2:14][CH2:13][CH2:12][CH2:11][CH2:10][CH2:9][CH2:8][CH2:7][C:1]1[CH:2]=[CH:3][CH:4]=[CH:5][CH:6]=1)[CH2:31][N:32]([CH3:33])[CH3:34])[C:21]1[CH:26]=[CH:25][CH:24]=[CH:23][CH:22]=1 |f:1.2.3|.